This data is from the Open Reaction Database (ORD), a public repository of structured organic reaction records. The task is: describe an organic reaction: reactants, conditions, products, and yield The product is Cc1cccc2c1CCN2CCCC1CCN(C)CC1. Reactants: C=O, Cc1cccc2c1CCN2CCCC1CCNCC1, CC(Cl)Cl. Reaction SMILES: [CH2:20]=[O:21].[CH3:1][c:2]1[c:3]2[c:7]([cH:8][cH:9][cH:10]1)[N:6]([CH2:11][CH2:12][CH2:13][CH:14]1[CH2:15][CH2:16][NH:17][CH2:18][CH2:19]1)[CH2:5][CH2:4]2.[Cl:22][CH:23]([Cl:24])[CH3:25]>>[CH3:1][c:2]1[c:3]2[c:7]([cH:8][cH:9][cH:10]1)[N:6]([CH2:11][CH2:12][CH2:13][CH:14]1[CH2:15][CH2:16][N:17]([CH3:20])[CH2:18][CH2:19]1)[CH2:5][CH2:4]2. Reactants: C(C)(=O)N1CC2=CC(=CC=C2CC1)N (N-acetyl-7-amino-1,2,3,4-tetrahydroisoquinoline), FC(C(=O)O)(F)F (trifluoroacetic acid), FC(C(=O)OC(C(F)(F)F)=O)(F)F (trifluoroacetic anhydride). The solvent is C(Cl)Cl (CH2Cl2). Product: C(C)(=O)N1CC2=CC(=CC=C2CC1)NC(C(F)(F)F)=O (N-acetyl-7-trifluoroacetamido-1,2,3,4-tetrahydroisoquinoline). Isolated yield 92.5%. RXN SMILES: [C:1]([N:4]1[CH2:13][CH2:12][C:11]2[C:6](=[CH:7][C:8]([NH2:14])=[CH:9][CH:10]=2)[CH2:5]1)(=[O:3])[CH3:2].[F:15][C:16]([F:21])([F:20])[C:17](O)=[O:18].FC(F)(F)C(OC(=O)C(F)(F)F)=O>C(Cl)Cl>[C:1]([N:4]1[CH2:13][CH2:12][C:11]2[C:6](=[CH:7][C:8]([NH:14][C:17](=[O:18])[C:16]([F:21])([F:20])[F:15])=[CH:9][CH:10]=2)[CH2:5]1)(=[O:3])[CH3:2]. Reported procedure: A solution of 14 (3.0 g, 17 mmol), trifluoroacetic acid (2 ml, 28 mmol) and trifluoroacetic anhydride (4 ml, 28 mmol) in CH2Cl2 is refluxed for 15 minutes, cooled, and the mixture is poured onto ice, extracted twice with CH2Cl2 and evaporated. The mixture is chromatographed on silica gel to give 4.5 g of compound 15 (94% yield). 1H NMR [300 MHz, (CD3)2SO], a 3:2 mixture of amide conformers doubling most signals, δ 11.24 (0.8H, s, NH), 11.21 (1.2H, s, NH), 7.55-7.40 (2H, m, H5.8), 7.22 (0.6H, s, ...